This data is from the Open Reaction Database (ORD), a public repository of structured organic reaction records. The task is: describe an organic reaction: reactants, conditions, products, and yield Reaction SMILES: Br[C:2]1[CH:7]=[CH:6][C:5]([C:8]([C:24]2[CH:29]=[CH:28][C:27](Br)=[CH:26][CH:25]=2)=[CH:9][CH2:10][S:11][C:12]2[CH:22]=[CH:21][C:15]([O:16][CH2:17][C:18]([OH:20])=[O:19])=[C:14]([CH3:23])[CH:13]=2)=[CH:4][CH:3]=1.[C:31]1(B(O)O)[CH:36]=[CH:35][CH:34]=[CH:33][CH:32]=1.[F-].[K+].[Cl-].[NH4+]>C1C=CC(/C=C/C(/C=C/C2C=CC=CC=2)=O)=CC=1.C1C=CC(/C=C/C(/C=C/C2C=CC=CC=2)=O)=CC=1.C1C=CC(/C=C/C(/C=C/C2C=CC=CC=2)=O)=CC=1.[Pd].[Pd].CC(C)([P](C(C)(C)C)([Pd][P](C(C)(C)C)(C(C)(C)C)C(C)(C)C)C(C)(C)C)C.C1COCC1>[C:2]1([C:2]2[CH:7]=[CH:6][CH:5]=[CH:4][CH:3]=2)[CH:7]=[CH:6][C:5]([C:8]([C:24]2[CH:29]=[CH:28][C:27]([C:31]3[CH:36]=[CH:35][CH:34]=[CH:33][CH:32]=3)=[CH:26][CH:25]=2)=[CH:9][CH2:10][S:11][C:12]2[CH:22]=[CH:21][C:15]([O:16][CH2:17][C:18]([OH:20])=[O:19])=[C:14]([CH3:23])[CH:13]=2)=[CH:4][CH:3]=1 |f:2.3,4.5,6.7.8.9.10,^1:102,108|. Reported procedure: In an evaporated schlenk flask kept under nitrogen atmosphere were added {4-[3,3-bis-(4-bromo-phenyl)-allylsulfanyl]-2-methyl-phenoxy}-acetic acid (297 mg, 0.54 mmol), phenylboronic acid (152 mg, 1.2 mmol), KF (104 mg, 1.79 mmol), Pd2(dba)3 (30 mg, 33 mmol) and Pd(P(t-Bu)3)2 (33 mg, 65 mmol). THF (6 ml) was added to the solid mixture keeping the mixture under nitrogen. The reaction mixture was stirred at room temperature for 1 h, followed by 4 h at 50° C. A saturated solution of ammonium chlorid... The solvent is C1CCOC1 (THF). Reactants: BrC1=CC=C(C=C1)C(=CCSC1=CC(=C(OCC(=O)O)C=C1)C)C1=CC=C(C=C1)Br ({4-[3,3-bis-(4-bromo-phenyl)-allylsulfanyl]-2-methyl-phenoxy}-acetic acid), C1(=CC=CC=C1)B(O)O (phenylboronic acid), [F-].[K+] (KF), [Cl-].[NH4+] (ammonium chloride). Conditions: time 1 hour. Product: C1(=CC=C(C=C1)C(=CCSC1=CC(=C(OCC(=O)O)C=C1)C)C1=CC=C(C=C1)C1=CC=CC=C1)C1=CC=CC=C1 ([4-(3,3-Bis-biphenyl-4-yl-allylsulfanyl)-2-methyl-phenoxy]-acetic acid). The reagents and catalysts are C=1C=CC(=CC1)/C=C/C(=O)/C=C/C2=CC=CC=C2.C=1C=CC(=CC1)/C=C/C(=O)/C=C/C2=CC=CC=C2.C=1C=CC(=CC1)/C=C/C(=O)/C=C/C2=CC=CC=C2.[Pd].[Pd] (Pd2(dba)3), CC(C)([P](C(C)(C)C)([Pd][P](C(C)(C)C)(C(C)(C)C)C(C)(C)C)C(C)(C)C)C (Pd(P(t-Bu)3)2).